This data is from the Open Reaction Database (ORD), a public repository of structured organic reaction records. The task is: describe an organic reaction: reactants, conditions, products, and yield Reactants: C1(=CC=CC2=CC=CC=C12)OCCCCCCCCCl (1-(1-naphthyloxy)-8-chlorooctane), C1(C=2C(C(N1)=O)=CC=CC2)=O.[K] (potassium phthalimide), O (water). Solvent: CN(C=O)C (dimethylformamide). The product is C1(=CC=CC2=CC=CC=C12)OCCCCCCCCN1C(C=2C(C1=O)=CC=CC2)=O (N-8-(1-naphthyloxy)octylphthalimide). RXN SMILES: [C:1]1([O:11][CH2:12][CH2:13][CH2:14][CH2:15][CH2:16][CH2:17][CH2:18][CH2:19]Cl)[C:10]2[C:5](=[CH:6][CH:7]=[CH:8][CH:9]=2)[CH:4]=[CH:3][CH:2]=1.[C:21]1(=[O:31])[NH:25][C:24](=[O:26])[C:23]2=[CH:27][CH:28]=[CH:29][CH:30]=[C:22]12.[K].O>CN(C)C=O>[C:1]1([O:11][CH2:12][CH2:13][CH2:14][CH2:15][CH2:16][CH2:17][CH2:18][CH2:19][N:25]2[C:24](=[O:26])[C:23]3=[CH:27][CH:28]=[CH:29][CH:30]=[C:22]3[C:21]2=[O:31])[C:10]2[C:5](=[CH:6][CH:7]=[CH:8][CH:9]=2)[CH:4]=[CH:3][CH:2]=1 |f:1.2,^1:31|. Procedure: A solution of 1-(1-naphthyloxy)-8-chlorooctane (9.5 g) and potassium phthalimide (8.4 g) in dimethylformamide (50 ml) was heated at 140° for 3 hours. The solution was poured into water and extracted with dichloromethane; the extract was washed, dried and evaporated and the residue was crystallized from acetone hexane to afford the intermediate N-8-(1-naphthyloxy)octylphthalimide mp 63°-64°.